From a dataset of the Open Reaction Database (ORD), a public repository of structured organic reaction records. describe an organic reaction: reactants, conditions, products, and yield Procedure: 88 g of N-[2-nitro-5-(2-chloro-4-trifluoromethylphenoxy)phenyl]-3-aminopropionic acid (compound 3) are added to 500 ml of methylene chloride with 34.3 ml of triethylamine at -25° C. With stirring, 22.8 ml of methyl chloroformate are run in over 30 minutes and stirring is continued at -10° to -20° C. After 2 hours, 40 ml of ammonia solution are added and the reaction mixture is warmed to room temperature. The mixture is then washed with water and the organic phase is concentrated. The residue is ... RXN SMILES: [N+:1]([C:4]1[CH:9]=[CH:8][C:7]([O:10][C:11]2[CH:16]=[CH:15][C:14]([C:17]([F:20])([F:19])[F:18])=[CH:13][C:12]=2[Cl:21])=[CH:6][C:5]=1[NH:22][CH2:23][CH2:24][C:25](O)=[O:26])([O-:3])=[O:2].C(Cl)Cl.ClC(OC)=O.[NH3:36]>C(N(CC)CC)C>[N+:1]([C:4]1[CH:9]=[CH:8][C:7]([O:10][C:11]2[CH:16]=[CH:15][C:14]([C:17]([F:18])([F:19])[F:20])=[CH:13][C:12]=2[Cl:21])=[CH:6][C:5]=1[NH:22][CH2:23][CH2:24][C:25]([NH2:36])=[O:26])([O-:3])=[O:2]. The reactants are ClC(=O)OC (methyl chloroformate), [N+](=O)([O-])C1=C(C=C(C=C1)OC1=C(C=C(C=C1)C(F)(F)F)Cl)NCCC(=O)O (N-[2-nitro-5-(2-chloro-4-trifluoromethylphenoxy)phenyl]-3-aminopropionic acid), [N+](=O)([O-])C1=C(C=C(C=C1)OC1=C(C=C(C=C1)C(F)(F)F)Cl)NCCC(=O)O (N-[2-nitro-5-(2-chloro-4-trifluoromethylphenoxy)phenyl]-3-aminopropionic acid), C(Cl)Cl (methylene chloride), N (ammonia). Run at time 2 hour. Product: [N+](=O)([O-])C1=C(C=C(C=C1)OC1=C(C=C(C=C1)C(F)(F)F)Cl)NCCC(=O)N (3-[N-{2-Nitro-5-(2-chloro-4-trifluoromethylphenoxy)phenyl}-amino]propionamide). Solvent: C(C)N(CC)CC (triethylamine). The reactants are N12CCCCCC2=NCCC1 (1,8-Diazabicyclo[5.4.0]undec-7-ene), C(C=O)(=O)OCC (ethyl glyoxalate), S(=O)(=O)(C1=CC=C(C)C=C1)C[N+]#[C-] (tosylmethyl isocyanide). The solvent is ClCCl (dichloromethane), ClCCl (dichloromethane). Reaction conditions: time 3 hour. Yields the product O1C=NC=C1C(=O)OCC (ethyl oxazole-5-carboxylate). Isolated yield 41.3%. As a reaction SMILES: [N:1]12CCCN=[C:7]1CCCC[CH2:2]2.[C:12]([O:16][CH2:17][CH3:18])(=[O:15])[CH:13]=[O:14].S(C[N+]#[C-])(C1C=CC(C)=CC=1)(=O)=O>ClCCl>[O:14]1[C:13]([C:12]([O:16][CH2:17][CH3:18])=[O:15])=[CH:7][N:1]=[CH:2]1. Procedure: 1,8-Diazabicyclo[5.4.0]undec-7-ene (0.574 mL; 3.84 mmol) was added simultaneously with ethyl glyoxalate (50% in toluene, 0.659 mL; 3.33 mmol) to a mixture of tosylmethyl isocyanide (0.500 g; 2.560 mmol) in dichloromethane (10 mL) at 0° C. The resulting mixture was stirred at room temperature for 3 hours, diluted in dichloromethane and washed with sodium hydrogen sulphate, sodium carbonate, dried over magnesium sulphate and concentrated under reduced pressure. The crude mixture was purified by fl... Reactants: COc1cc(C(=O)O)nc2ccccc12, Cc1nc(C(=O)N2C(CN)CC3CC32)c(-c2cccc(F)c2)s1. Product: COc1cc(C(=O)NCC2CC3CC3N2C(=O)c2nc(C)sc2-c2cccc(F)c2)nc2ccccc12. Reaction SMILES: [CH3:24][O:25][c:26]1[cH:27][c:28]([C:36](=[O:37])[OH:38])[n:29][c:30]2[cH:31][cH:32][cH:33][cH:34][c:35]12.[NH2:1][CH2:2][CH:3]1[N:4]([C:9](=[O:10])[c:11]2[n:12][c:13]([CH3:23])[s:14][c:15]2-[c:16]2[cH:17][c:18]([F:22])[cH:19][cH:20][cH:21]2)[CH:5]2[CH2:6][CH:7]2[CH2:8]1>>[NH:1]([CH2:2][CH:3]1[N:4]([C:9](=[O:10])[c:11]2[n:12][c:13]([CH3:23])[s:14][c:15]2-[c:16]2[cH:17][c:18]([F:22])[cH:19][cH:20][cH:21]2)[CH:5]2[CH2:6][CH:7]2[CH2:8]1)[C:36]([c:28]1[cH:27][c:26]([O:25][CH3:24])[c:35]2[c:30]([n:29]1)[cH:31][cH:32][cH:33][cH:34]2)=[O:37]. The reactants are Cl.C1(C=CCCC1)ON ((2-cyclohexen-1-yl)oxyamine hydrochloride), aqueous solution, C1(C=CCCC1)ON1C(C=2C(C1=O)=CC=CC2)=O (N-(2-cyclohexen-1-yl)oxyphthalimide), O.NN (hydrazine hydrate), [OH-].[Na+] (sodium hydroxide), [OH-].[Na+] (sodium hydroxide), C(=O)NC=1SC=C(N1)C(C(=O)O)=O (2-(2-formamidothiazol-4-yl)glyoxylic acid), NC=1SC=C(N1)C(C(=O)O)=O (2-(2-aminothiazol-4-yl)glyoxylic acid), Cl.C1(C=CCCC1)ON ((2-cyclohexen-1-yl)oxyamine hydrochloride), Cl.C1(C=CCCC1)ON ((2-cyclohexen-1-yl)oxyamine hydrochloride), Cl (hydrochloric acid). Solvent: O (water), C(C)O (ethanol), O (water), O (water). Run at temperature 60 celsius, time 1.5 hour. Product: C1(C=CCCC1)ON=C(C(=O)O)C=1N=C(SC1)N (2-(2-cyclohexen-1-yl)oxyimino-2-(2-aminothiazol-4-yl)acetic acid). As a reaction SMILES: C1(ON2C(=O)C3=CC=CC=C3C2=O)CCCC=C1.O.NN.Cl.[CH:23]1([O:29][NH2:30])[CH2:28][CH2:27][CH2:26][CH:25]=[CH:24]1.C([NH:33][C:34]1[S:35][CH:36]=[C:37]([C:39](=O)[C:40]([OH:42])=[O:41])[N:38]=1)=O.[OH-].[Na+].NC1SC=C(C(=O)C(O)=O)N=1.Cl>C(O)C.O>[CH:23]1([O:29][N:30]=[C:39]([C:37]2[N:38]=[C:34]([NH2:33])[S:35][CH:36]=2)[C:40]([OH:42])=[O:41])[CH2:28][CH2:27][CH2:26][CH:25]=[CH:24]1 |f:1.2,3.4,6.7|. Procedure: A mixture of N-(2-cyclohexen-1-yl)oxyphthalimide (17.6 g) and hydrazine hydrate (7.2 g) in ethanol (180 ml) was stirred for 1.5 hours at 60° C. After the addition of water (100 ml) and conc.hydrochloric acid (20 ml) to the reaction mixture, the resulting mixture was filtered and the filtrate was evaporated. The remaining mixture was filtered to give the filtrate containing (2-cyclohexen-1-yl)oxyamine hydrochloride (Filtrate A). To a suspension of 2-(2-formamidothiazol-4-yl)glyoxylic acid (10.0 g... Starting materials: COC1=CC=C(C=C1)C(C1CCCC2=CC=CC=C12)C1=CC(=C(C=C1)O)C ((4-methoxyphenyl)(3-methyl-4-hydroxyphenyl)-1,2,3,4-tetrahydronaphth-1-yl-methane), C(=O)([O-])[O-].[K+].[K+] (K2CO3), Cl.ClCCN1CCCCC1 (1-(2-chloroethyl)piperidine hydrochloride). Solvent: CC(=O)C (acetone). The product is COC1=CC=C(C=C1)C(C1CCCC2=CC=CC=C12)C1=CC(=C(C=C1)OCCN1CCCC1)C ((4-Methoxyphenyl)-(3-methyl-4-pyrrolidinoethoxy-phenyl)-1,2,3,4-tetrahydro-naphth-1-yl-methane). Reaction SMILES: [CH3:1][O:2][C:3]1[CH:8]=[CH:7][C:6]([CH:9]([C:20]2[CH:25]=[CH:24][C:23]([OH:26])=[C:22]([CH3:27])[CH:21]=2)[CH:10]2[C:19]3[C:14](=[CH:15][CH:16]=[CH:17][CH:18]=3)[CH2:13][CH2:12][CH2:11]2)=[CH:5][CH:4]=1.C([O-])([O-])=O.[K+].[K+].Cl.ClC[CH2:37][N:38]1[CH2:43][CH2:42][CH2:41][CH2:40][CH2:39]1>CC(C)=O>[CH3:1][O:2][C:3]1[CH:8]=[CH:7][C:6]([CH:9]([C:20]2[CH:25]=[CH:24][C:23]([O:26][CH2:42][CH2:43][N:38]3[CH2:37][CH2:41][CH2:40][CH2:39]3)=[C:22]([CH3:27])[CH:21]=2)[CH:10]2[C:19]3[C:14](=[CH:15][CH:16]=[CH:17][CH:18]=3)[CH2:13][CH2:12][CH2:11]2)=[CH:5][CH:4]=1 |f:1.2.3,4.5|. Procedure: A mixture of (4-methoxyphenyl)(3-methyl-4-hydroxyphenyl)-1,2,3,4-tetrahydronaphth-1-yl-methane (345 mg, 0.001 mol), anhydrous K2CO3 (2.0 gm, 0.014 mol), and 1-(2-chloroethyl)piperidine hydrochloride (400 mg, 0.002 ml) and dry acetone (25.0 ml) was refluxed for 10 hrs, K2CO3 was filtered off, acetone was distilled off, and the residue was diluted with water. The reaction mixture was extracted with ethyl acetate, washed with water, dried over sodium sulphate and concentrated to give an oil which w...